From a dataset of the Open Reaction Database (ORD), a public repository of structured organic reaction records. describe an organic reaction: reactants, conditions, products, and yield As a reaction SMILES: C(=O)([O-])[O-].[K+].[K+].F[C:8]1[CH:15]=[CH:14][C:11]([C:12]#[N:13])=[C:10]([C:16]([F:19])([F:18])[F:17])[CH:9]=1.[NH2:20][C@H:21]1[CH2:26][CH2:25][C@H:24]([OH:27])[CH2:23][CH2:22]1>O.C(#N)C>[OH:27][C@H:24]1[CH2:25][CH2:26][C@H:21]([NH:20][C:8]2[CH:15]=[CH:14][C:11]([C:12]#[N:13])=[C:10]([C:16]([F:19])([F:18])[F:17])[CH:9]=2)[CH2:22][CH2:23]1 |f:0.1.2|. Product: O[C@@H]1CC[C@H](CC1)NC1=CC(=C(C#N)C=C1)C(F)(F)F (4-(trans-4-hydroxy-cyclohexylamino)-2-trifluoromethyl-benzonitrile), solid. The reactants are C([O-])([O-])=O.[K+].[K+] (Potassium carbonate), FC1=CC(=C(C#N)C=C1)C(F)(F)F (4-fluoro-2-trifluoromethylbenzonitrile), N[C@@H]1CC[C@H](CC1)O (trans-4-aminocyclohexanol). Isolated yield 80.0%. Run at temperature 80 celsius. Run in O (water), C(C)#N (acetonitrile). Reported procedure: Potassium carbonate (304 mg, 2.2 mmol) was dissolved in a minimum amount of water. Next, 4-fluoro-2-trifluoromethylbenzonitrile (378 mg, 2.0 mmol) and trans-4-aminocyclohexanol (460 mg, 4.0 mmol) dissolved in acetonitrile (10 mL) were added. The resulting mixture was then heated at 80° C. for 3 days. After cooling at room temperature, the mixture was concentrated under vacuum, taken up in ethyl acetate (15 mL), washed with saturated aqueous ammonium chloride (2×10 mL), and washed with water (10 ... Reactants: O1C=NC2=C1C=CC=C2 (benzoxazole), CN(C)C=O (DMF), IC1=CC=CC=C1 (iodobenzene), CC(C)(C)[O-].[K+] (t-BuOK). The reagents and catalysts are [Cu]I (Copper(I) iodide). Run in hexanes, hexanes, hexanes, C(C)(=O)OCC (ethyl acetate), C(C)(=O)OCC (ethyl acetate). Yields the product C1(=CC=CC=C1)C=1OC2=C(N1)C=CC=C2 (2-phenylbenzoxazole). The yield is 61.0%. As a reaction SMILES: [O:1]1[C:5]2[CH:6]=[CH:7][CH:8]=[CH:9][C:4]=2[N:3]=[CH:2]1.I[C:11]1[CH:16]=[CH:15][CH:14]=[CH:13][CH:12]=1.CC([O-])(C)C.[K+].CN(C=O)C>[Cu]I.C(OCC)(=O)C>[C:11]1([C:2]2[O:1][C:5]3[CH:6]=[CH:7][CH:8]=[CH:9][C:4]=3[N:3]=2)[CH:16]=[CH:15][CH:14]=[CH:13][CH:12]=1 |f:2.3|. Procedure details: Copper(I) iodide (19.1 mg, 0.1 mmol), benzoxazole (119 mg, 1.0 mmol), iodobenzene (612 mg, 3.0 mmol), t-BuOK (224 mg, 2.0 mmol), and DMF (1.0 mL). After column chromatography (hexanes, then 10% ethyl acetate in hexanes) and preparative HPLC (5% ethyl acetate in hexanes) 119 mg (61%) of 2-phenylbenzoxazole is obtained. Table I, entry 3. Reactants: C(C=C)NC1=C(CCC(=O)O)C=CC=C1 (2-(allylamino)hydrocinnamic acid), B(F)(F)F.CCOCC (boron trifluoride etherate), ice. Solvent: CO (methanol). Yields the product C(C=C)NC1=C(CCC(=O)OC)C=CC=C1 (methyl 2-(allylamino)hydrocinnamate). RXN SMILES: [CH2:1]([NH:4][C:5]1[CH:15]=[CH:14][CH:13]=[CH:12][C:6]=1[CH2:7][CH2:8][C:9]([OH:11])=[O:10])[CH:2]=[CH2:3].B(F)(F)F.[CH3:20]COCC>CO>[CH2:1]([NH:4][C:5]1[CH:15]=[CH:14][CH:13]=[CH:12][C:6]=1[CH2:7][CH2:8][C:9]([O:11][CH3:20])=[O:10])[CH:2]=[CH2:3] |f:1.2|. Procedure: A solution of 50.5 g. of 2-(allylamino)hydrocinnamic acid and 34.4 ml. of boron trifluoride etherate in 200 ml. of methanol is stirred under reflux for 44 hours, allowed to cool, and poured into 1.20 liters of ice-cold 5% aqueous sodium carbonate solution. The white solid is collected by filtration and recrystallized from benzene-ethanol to yield methyl 2-(allylamino)hydrocinnamate. Starting materials: Cl.ClC=1C(=NC=CC1)N1CC2=C(N=CN=C2NC2=CC=C3C(CNC3=C2)(C)C)CC1 ([6-(3-chloro-pyridin-2-yl)-5,6,7,8-tetrahydro-pyrido[4,3-d]pyrimidin-4-yl]-(3,3-dimethyl-2,3-dihydro-1H-indol-6-yl)-amine HCl salt), CN(C)C=O (DMF), C(=O)([O-])[O-].[K+].[K+] (K2CO3), CI (MeI). The solvent is CCOC(=O)C (EtOAc). Run at time 5 hour. Product: ClC=1C(=NC=CC1)N1CC2=C(N=CN=C2NC2=CC=C3C(CN(C3=C2)C)(C)C)CC1 ([6-(3-Chloro-pyridin-2-yl)-5,6,7,8-tetrahydro-pyrido[4,3-d]pyrimidin-4-yl]-(3,3-dimethyl-2,3-dihydro-1-methyl-indol-6-yl)-amine). RXN SMILES: Cl.[Cl:2][C:3]1[C:4]([N:9]2[CH2:30][CH2:29][C:12]3[N:13]=[CH:14][N:15]=[C:16]([NH:17][C:18]4[CH:26]=[C:25]5[C:21]([C:22]([CH3:28])([CH3:27])[CH2:23][NH:24]5)=[CH:20][CH:19]=4)[C:11]=3[CH2:10]2)=[N:5][CH:6]=[CH:7][CH:8]=1.[CH3:31]N(C=O)C.C([O-])([O-])=O.[K+].[K+].CI>CCOC(C)=O>[Cl:2][C:3]1[C:4]([N:9]2[CH2:30][CH2:29][C:12]3[N:13]=[CH:14][N:15]=[C:16]([NH:17][C:18]4[CH:26]=[C:25]5[C:21]([C:22]([CH3:27])([CH3:28])[CH2:23][N:24]5[CH3:31])=[CH:20][CH:19]=4)[C:11]=3[CH2:10]2)=[N:5][CH:6]=[CH:7][CH:8]=1 |f:0.1,3.4.5|. Procedure details: To a stirred mixture of [6-(3-chloro-pyridin-2-yl)-5,6,7,8-tetrahydro-pyrido[4,3-d]pyrimidin-4-yl]-(3,3-dimethyl-2,3-dihydro-1H-indol-6-yl)-amine HCl salt (10 mg), DMF (5 mL), and K2CO3 (50 mg) was added MeI (50 μL). The reaction mixture was stirred at rt for 5 h, and then diluted with EtOAc (50 mL). The organic phase was washed with brine, dried (Na2SO4) and concentrated. The residue was purified by column to give an off-white solid (7 mg). Reactants: CCO, Clc1nnc(Cc2ccncc2)c2ccccc12, Nc1ccc(Cl)cc1, Cl. The product is Cl, Clc1ccc(Nc2nnc(Cc3ccncc3)c3ccccc23)cc1. As a reaction SMILES: [CH3:28][CH2:29][OH:30].[Cl:1][c:2]1[n:3][n:4][c:5]([CH2:12][c:13]2[cH:14][cH:15][n:16][cH:17][cH:18]2)[c:6]2[cH:7][cH:8][cH:9][cH:10][c:11]12.[Cl:20][c:21]1[cH:22][cH:23][c:24]([NH2:25])[cH:26][cH:27]1.[ClH:19]>>[ClH:1].[c:2]1([NH:25][c:24]2[cH:23][cH:22][c:21]([Cl:20])[cH:27][cH:26]2)[n:3][n:4][c:5]([CH2:12][c:13]2[cH:14][cH:15][n:16][cH:17][cH:18]2)[c:6]2[cH:7][cH:8][cH:9][cH:10][c:11]12. Starting materials: C(=O)(O)[O-].[Na+] (NaHCO3), C1(=CC=CC=C1)C1=NNC(C2=CC=CC=C12)=O (4-phenyl-1(2H)-phthalazinone), C(C(C)(C)C)N (neopentylamine), P(=O)(Cl)(Cl)Cl (phosphorus oxychloride). Solvent: CC=1C=CC(=CC1)C (p-xylene). Yields the product C(C(C)(C)C)NC1=NN=C(C2=CC=CC=C12)C1=CC=CC=C1 (1-neopentylamino-4-phenylphthalazine). As a reaction SMILES: [C:1]1([C:7]2[C:16]3[C:11](=[CH:12][CH:13]=[CH:14][CH:15]=3)[C:10](=O)[NH:9][N:8]=2)[CH:6]=[CH:5][CH:4]=[CH:3][CH:2]=1.[CH2:18]([NH2:23])[C:19]([CH3:22])([CH3:21])[CH3:20].P(Cl)(Cl)(Cl)=O.C([O-])(O)=O.[Na+]>CC1C=CC(C)=CC=1>[CH2:18]([NH:23][C:10]1[C:11]2[C:16](=[CH:15][CH:14]=[CH:13][CH:12]=2)[C:7]([C:1]2[CH:6]=[CH:5][CH:4]=[CH:3][CH:2]=2)=[N:8][N:9]=1)[C:19]([CH3:22])([CH3:21])[CH3:20] |f:3.4|. Procedure details: To a suspension of 100 g of 4-phenyl-1(2H)-phthalazinone and 96.2 g of neopentylamine in 300 ml of p-xylene were added dropwise 83.7 g of phosphorus oxychloride with stirring and the resulting mixture was stirred under reflux for 4 hours. After allowing to be cooled, a saturated aqueous solution of NaHCO3 was added to the reaction mixture. Then, the mixture was extracted with chloroform and the organic layer was separated, dried and then concentrated. The residue was recrystallized from ethanol ...